Dataset: the Open Reaction Database (ORD), a public repository of structured organic reaction records. Task: describe an organic reaction: reactants, conditions, products, and yield The reactants are C(C)(C)(C)OC(=O)N[C@@H](CC=1C=C(C=CC2=C(C3=NC(=CC=C3N2)OC)CC(=O)OCC)C=CC1)C(=O)N(C)C1=CC=C(C=C1)Cl ((S)-ethyl 2-(2-(3-(2-(tert-butoxycarbonylamino)-3-((4-chlorophenyl)(methyl)amino)-3-oxopropyl)styryl)-5-methoxy-1H-pyrrolo[3,2-b]pyridin-3-yl)acetate). Solvent: C(C)(=O)OCC (ethyl acetate). Run at time 8 hour. Product: C(C)(C)(C)OC(=O)N[C@@H](CC=1C=C(CCC2=C(C3=NC(=CC=C3N2)OC)CC(=O)OCC)C=CC1)C(=O)N(C)C1=CC=C(C=C1)Cl ((S)-ethyl 2-(2-(3-(2-(tert-butoxycarbonylamino)-3-((4-chlorophenyl)(methyl)amino)-3-oxopropyl)phenethyl)-5-methoxy-1H-pyrrolo[3,2-b]pyridin-3-yl)acetate). RXN SMILES: [C:1]([O:5][C:6]([NH:8][C@H:9]([C:36]([N:38]([C:40]1[CH:45]=[CH:44][C:43]([Cl:46])=[CH:42][CH:41]=1)[CH3:39])=[O:37])[CH2:10][C:11]1[CH:12]=[C:13]([CH:33]=[CH:34][CH:35]=1)[CH:14]=[CH:15][C:16]1[NH:24][C:23]2[C:18](=[N:19][C:20]([O:25][CH3:26])=[CH:21][CH:22]=2)[C:17]=1[CH2:27][C:28]([O:30][CH2:31][CH3:32])=[O:29])=[O:7])([CH3:4])([CH3:3])[CH3:2]>C(OCC)(=O)C>[C:1]([O:5][C:6]([NH:8][C@H:9]([C:36]([N:38]([C:40]1[CH:41]=[CH:42][C:43]([Cl:46])=[CH:44][CH:45]=1)[CH3:39])=[O:37])[CH2:10][C:11]1[CH:12]=[C:13]([CH:33]=[CH:34][CH:35]=1)[CH2:14][CH2:15][C:16]1[NH:24][C:23]2[C:18](=[N:19][C:20]([O:25][CH3:26])=[CH:21][CH:22]=2)[C:17]=1[CH2:27][C:28]([O:30][CH2:31][CH3:32])=[O:29])=[O:7])([CH3:2])([CH3:3])[CH3:4]. Procedure: (S)-ethyl 2-(2-(3-(2-(tert-butoxycarbonylamino)-3-((4-chlorophenyl)(methyl)amino)-3-oxopropyl)styryl)-5-methoxy-1H-pyrrolo[3,2-b]pyridin-3-yl)acetate (170 mg, 0.26 mmol) was dissolved in 50 mL of ethyl acetate and purged with nitrogen. Rhodium (5 wt. % on alumina powder, 60 mg) was added. The reaction mixture was purged with hydrogen and stirred at ambient temperature overnight under a hydrogen balloon. After completion of the reaction, the mixture was filtered, rinsing with ethyl acetate. The f...